From a dataset of the Open Reaction Database (ORD), a public repository of structured organic reaction records. describe an organic reaction: reactants, conditions, products, and yield As a reaction SMILES: [NH2:1][CH:2]1[CH2:3][CH2:4][N:5]([CH2:8][CH2:9][c:10]2[cH:11][nH:12][c:13]3[cH:14][cH:15][cH:16][cH:17][c:18]23)[CH2:6][CH2:7]1.[OH2:29].[c:19]1([CH3:28])[cH:20][c:21]([N:25]=[C:26]=[O:27])[cH:22][cH:23][cH:24]1>>[NH:1]([CH:2]1[CH2:3][CH2:4][N:5]([CH2:8][CH2:9][c:10]2[cH:11][nH:12][c:13]3[cH:14][cH:15][cH:16][cH:17][c:18]23)[CH2:6][CH2:7]1)[C:26]([NH:25][c:21]1[cH:20][c:19]([CH3:28])[cH:24][cH:23][cH:22]1)=[O:27]. The product is Cc1cccc(NC(=O)NC2CCN(CCc3c[nH]c4ccccc34)CC2)c1. The reactants are NC1CCN(CCc2c[nH]c3ccccc23)CC1, O, Cc1cccc(N=C=O)c1. Reactants: [OH-].[Na+] (Sodium hydroxide), COC(C(CSCC1=CC=C(C=C1)C1=CC=C(C=C1)C1=CC=CC2=C1OC1=C2C=CC=C1)NC(C1=C(C=CC(=C1)C(F)(F)F)F)=O)=O (methyl-3-(4′-dibenzofuran-4-yl-biphen-4ylmethylsulfanyl)-2(2-fluoro-5-trifluoromethylbenzoylamino)-propionate), Cl (hydrochloric acid). Run in O1CCCC1 (tetrahydrofuran), CO (methanol), O (water). Product: C1=CC=C(C=2OC3=C(C21)C=CC=C3)C3=CC=C(C2=CC=C(C=C2)CSCC(C(=O)O)NC(C2=C(C=CC(=C2)C(F)(F)F)F)=O)C=C3 (3-(4′-Dibenzofuran-4-yl-biphen-4-ylmethylsulfanyl)-2(2-fluoro-5-trifluoromethyl-benzoylamino)propionic acid). RXN SMILES: [OH-].[Na+].C[O:4][C:5](=[O:49])[CH:6]([NH:35][C:36](=[O:48])[C:37]1[CH:42]=[C:41]([C:43]([F:46])([F:45])[F:44])[CH:40]=[CH:39][C:38]=1[F:47])[CH2:7][S:8][CH2:9][C:10]1[CH:15]=[CH:14][C:13]([C:16]2[CH:21]=[CH:20][C:19]([C:22]3[C:27]4[O:28][C:29]5[CH:34]=[CH:33][CH:32]=[CH:31][C:30]=5[C:26]=4[CH:25]=[CH:24][CH:23]=3)=[CH:18][CH:17]=2)=[CH:12][CH:11]=1.Cl>O1CCCC1.CO.O>[CH:25]1[C:26]2[C:30]3[CH:31]=[CH:32][CH:33]=[CH:34][C:29]=3[O:28][C:27]=2[C:22]([C:19]2[CH:18]=[CH:17][C:16]([C:13]3[CH:14]=[CH:15][C:10]([CH2:9][S:8][CH2:7][CH:6]([NH:35][C:36](=[O:48])[C:37]4[CH:42]=[C:41]([C:43]([F:46])([F:44])[F:45])[CH:40]=[CH:39][C:38]=4[F:47])[C:5]([OH:49])=[O:4])=[CH:11][CH:12]=3)=[CH:21][CH:20]=2)=[CH:23][CH:24]=1 |f:0.1|. Procedure: 2 N Sodium hydroxide solution (0.25 mL, 0.5 mmol) was added dropwise to a stirred solution of methyl-3-(4′-dibenzofuran-4-yl-biphen-4ylmethylsulfanyl)-2(2-fluoro-5-trifluoromethylbenzoylamino)-propionate (110 mg, 0.17 mmol) in tetrahydrofuran (5 mL) and methanol (1 mL). The clear reaction mixture was stirred at room temperature until the reaction was complete (TLC control), and then diluted with water (5 mL), and acidified to pH 3 with 2 N hydrochloric acid. The reaction mixture was extracted wi... The reactants are ice water, Cl (hydrochloric acid), O1C(NCC1)=O (oxazolidin-2-one), [H-].[Na+] (sodium hydride), BrCC1=CC=C(C=C1)B(O)O ((4-(bromomethyl)phenyl)boronic acid). The solvent is CN(C)C=O (DMF). Conditions: time 2 hour. Product: O=C1OCCN1CC1=CC=C(C=C1)B(O)O ((4-((2-oxo-1,3-oxazolidin-3-yl)methyl)phenyl)boronic acid). Isolated yield 53.1%. Reaction SMILES: [O:1]1[CH2:5][CH2:4][NH:3][C:2]1=[O:6].[H-].[Na+].Br[CH2:10][C:11]1[CH:16]=[CH:15][C:14]([B:17]([OH:19])[OH:18])=[CH:13][CH:12]=1.Cl>CN(C=O)C>[O:6]=[C:2]1[N:3]([CH2:10][C:11]2[CH:16]=[CH:15][C:14]([B:17]([OH:19])[OH:18])=[CH:13][CH:12]=2)[CH2:4][CH2:5][O:1]1 |f:1.2|. Procedure details: To a solution of oxazolidin-2-one (243 mg) in anhydrous DMF (10 mL) was added sodium hydride (60% dispersion in mineral oil, 140 mg) in small portions under ice-cooling. The reaction mixture was stirred at room temperature for 2 hr, to the reaction mixture was added (4-(bromomethyl)phenyl)boronic acid (500 mg), and the mixture was stirred for 60 hr. To the reaction mixture was added ice water, and the aqueous layer was neutralized with 1N hydrochloric acid under ice-cooling, and the mixture was ... Solvent: OS(=O)(=O)O (H2SO4). Reaction SMILES: [Cl:1][C:2]1[CH:3]=[C:4]([CH:8]=[C:9]([Cl:11])[N:10]=1)[C:5]([OH:7])=[O:6].[CH2:12](O)[CH3:13]>OS(O)(=O)=O>[CH2:12]([O:6][C:5](=[O:7])[C:4]1[CH:8]=[C:9]([Cl:11])[N:10]=[C:2]([Cl:1])[CH:3]=1)[CH3:13]. Yields the product C(C)OC(C1=CC(=NC(=C1)Cl)Cl)=O (2,6-dichloroisonicotinic acid ethyl ester). Procedure: A solution of 2,6-dichloroisonicotinic acid (20.0 g, 104 mmol) in ethanol (250 mL) and H2SO4 (5 mL) is stirred at 80° C. for 28 h. The solvent is removed in vacuo and the residue is dissolved in EA, washed with sat. aq. NaHCO3 solution and water, dried over MgSO4, filtered and evaporated to give 2,6-dichloroisonicotinic acid ethyl ester (17.7 g) as a brownish solid; LC-MS: tR=1.31 min. The reactants are ClC=1C=C(C(=O)O)C=C(N1)Cl (2,6-dichloroisonicotinic acid), C(C)O (ethanol). Reactants: NC=1C2=C(N=C(N1)NC1=CC(=C(C(=C1)OC)OC)OC)C(=CS2)C=2C=C(C=CC2)NC(=O)NC(C)C (1-(3-(4-amino-2-(3,4,5-trimethoxyphenylamino)thieno[3,2-d]pyrimidin-7-yl)phenyl)-3-isopropylurea), NC=1C=C(C=CC1)C1=CSC2=C1N=C(N=C2N)Cl (7-(3-aminophenyl)-2-chlorothieno[3,2-d]pyrimidin-4-amine), CS(=O)(=O)Cl (methanesulfonyl chloride). The product is NC=1C2=C(N=C(N1)Cl)C(=CS2)C=2C=C(C=CC2)NS(=O)(=O)C (N-(3-(4-amino-2-chlorothieno[3,2-d]pyrimidin-7-yl)phenyl)methanesulfonamide). Isolated yield 93.9%. As a reaction SMILES: NC1C2SC=C(C3C=C(NC(NC(C)C)=O)C=CC=3)C=2N=C(NC2C=C(OC)C(OC)=C(OC)C=2)N=1.[NH2:37][C:38]1[CH:39]=[C:40]([C:44]2[C:48]3[N:49]=[C:50]([Cl:54])[N:51]=[C:52]([NH2:53])[C:47]=3[S:46][CH:45]=2)[CH:41]=[CH:42][CH:43]=1.[CH3:55][S:56](Cl)(=[O:58])=[O:57]>>[NH2:53][C:52]1[C:47]2[S:46][CH:45]=[C:44]([C:40]3[CH:39]=[C:38]([NH:37][S:56]([CH3:55])(=[O:58])=[O:57])[CH:43]=[CH:42][CH:41]=3)[C:48]=2[N:49]=[C:50]([Cl:54])[N:51]=1. Reported procedure: The target compound (360 mg, 93% yield) was prepared in the same manner as the synthesis of the compound of Example 12, using 7-(3-aminophenyl)-2-chlorothieno[3,2-d]pyrimidin-4-amine (300 mg, 1.08 mmol) and methanesulfonyl chloride (94 μL, 1.19 mmol).